From a dataset of the Open Reaction Database (ORD), a public repository of structured organic reaction records. describe an organic reaction: reactants, conditions, products, and yield The reactants are [Br-], C1CCOC1, CCOCOCC, COc1ccc2c(c1)CCCC2, Cc1ccc([Mg+])cc1. Product: Cc1ccc(-c2ccc3c(c2)CCCC3)cc1. As a reaction SMILES: [Br-:6].[CH2:1]1[O:2][CH2:3][CH2:4][CH2:5]1.[CH2:27]([O:28][CH2:29][O:30][CH2:31][CH3:32])[CH3:33].[CH3:15][O:16][c:17]1[cH:18][c:19]2[c:24]([cH:25][cH:26]1)[CH2:23][CH2:22][CH2:21][CH2:20]2.[c:7]1([CH3:14])[cH:8][cH:9][c:10]([Mg+:13])[cH:11][cH:12]1>>[c:7]1([CH3:14])[cH:8][cH:9][c:10](-[c:17]2[cH:18][c:19]3[c:24]([cH:25][cH:26]2)[CH2:23][CH2:22][CH2:21][CH2:20]3)[cH:11][cH:12]1. The reactants are F.N1=CC=CC=C1 (pyridine hydrofluoride), NS(=O)(=O)N(C(OC(C)(C)C)=O)C[C@H]1[C@H](C[C@@H](C1)OC1=NC=NC(=C1)N[C@H]1[C@H](CC2=CC=CC=C12)OC)O[Si](C)(C)C(C)(C)C (tert-butyl (aminosulfonyl)({(1S,2S,4R)-2-{[tert-butyl(dimethyl)silyl]oxy}-4-[(6-{[(1R,2S)-2-methoxy-2,3-dihydro-1H-inden-1-yl]amino}-pyrimidin-4-yl)oxy]cyclopentyl}methyl)carbamate), C1CCOC1 (THF), F.N1=CC=CC=C1 (pyridine hydrofluoride). The solvent is N1=CC=CC=C1 (pyridine). Reaction conditions: temperature 23 celsius, time 19 hour. The product is NS(=O)(=O)N(C(OC(C)(C)C)=O)C[C@H]1[C@H](C[C@@H](C1)OC1=NC=NC(=C1)N[C@H]1[C@H](CC2=CC=CC=C12)OC)O (tert-butyl (aminosulfonyl)({(1S,2S,4R)-2-hydroxy-4-[(6-{[(1R,2S)-2-methoxy-2,3-dihydro-1H-inden-1-yl]amino}pyrimidin-4-yl)oxy]cyclopentyl}methyl)carbamate). Reaction SMILES: [NH2:1][S:2]([N:5]([CH2:13][C@@H:14]1[CH2:18][C@@H:17]([O:19][C:20]2[CH:25]=[C:24]([NH:26][C@@H:27]3[C:35]4[C:30](=[CH:31][CH:32]=[CH:33][CH:34]=4)[CH2:29][C@@H:28]3[O:36][CH3:37])[N:23]=[CH:22][N:21]=2)[CH2:16][C@@H:15]1[O:38][Si](C(C)(C)C)(C)C)[C:6](=[O:12])[O:7][C:8]([CH3:11])([CH3:10])[CH3:9])(=[O:4])=[O:3].C1COCC1.F.N1C=CC=CC=1>N1C=CC=CC=1>[NH2:1][S:2]([N:5]([CH2:13][C@@H:14]1[CH2:18][C@@H:17]([O:19][C:20]2[CH:25]=[C:24]([NH:26][C@@H:27]3[C:35]4[C:30](=[CH:31][CH:32]=[CH:33][CH:34]=4)[CH2:29][C@@H:28]3[O:36][CH3:37])[N:23]=[CH:22][N:21]=2)[CH2:16][C@@H:15]1[OH:38])[C:6](=[O:12])[O:7][C:8]([CH3:10])([CH3:11])[CH3:9])(=[O:3])=[O:4] |f:2.3|. Procedure details: To a solution of tert-butyl (aminosulfonyl)({(1S,2S,4R)-2-{[tert-butyl(dimethyl)silyl]oxy}-4-[(6-{[(1R,2S)-2-methoxy-2,3-dihydro-1H-inden-1-yl]amino}-pyrimidin-4-yl)oxy]cyclopentyl}methyl)carbamate (331.5 mg, 0.0004094 mol) in THF (1.84 mL, 0.0228 mol) and pyridine (1.84 mL) at 0° C. was added pyridine hydrofluoride (0.25 mL, 0.0028 mol) dropwise. The mixture was allowed to slowly warm to 23° C. and stirred for 19 hours. To the reaction was added pyridine hydrofluoride (0.25 mL, 0.0028 mol) and ... Reactants: COC(=O)C=1C=C(C2=C(S(CC3=C(O2)C(=CC(=C3)NCCCl)Cl)(=O)=O)C1)C (4-Chloro-2-(2-chloro-ethylamino)-6-methyl-10,10-dioxo-10,11-dihydro-5-oxa-10lambda*6*-thia-dibenzo[a,d]cycloheptene-8-carboxylic acid methyl ester), N1(CCOCC1)CCN (2-Morpholin-4-yl-ethylamine), O (water). The reagents and catalysts are [I-].C(CCC)[N+](CCCC)(CCCC)CCCC (tetrabutylammonium iodide). Solvent: CN(C)C=O (DMF). Reaction conditions: temperature 120 celsius, time 3 hour. Product: COC(=O)C=1C=C(C2=C(S(CC3=C(O2)C(=CC(=C3)NCCNCCN3CCOCC3)Cl)(=O)=O)C1)C (4-Chloro-6-methyl-2-[2-(2-morpholin-4-yl-ethylamino)-ethylamino]-10,10-dioxo-10,11-dihydro-5-oxa-10lambda*6*-thia-dibenzo[a,d]cycloheptene-8-carboxylic acid methyl ester). RXN SMILES: [N:1]1([CH2:7][CH2:8][NH2:9])[CH2:6][CH2:5][O:4][CH2:3][CH2:2]1.[CH3:10][O:11][C:12]([C:14]1[CH:15]=[C:16]([CH3:36])[C:17]2[O:23][C:22]3[C:24]([Cl:32])=[CH:25][C:26]([NH:28][CH2:29][CH2:30]Cl)=[CH:27][C:21]=3[CH2:20][S:19](=[O:34])(=[O:33])[C:18]=2[CH:35]=1)=[O:13].O>[I-].C([N+](CCCC)(CCCC)CCCC)CCC.CN(C=O)C>[CH3:10][O:11][C:12]([C:14]1[CH:15]=[C:16]([CH3:36])[C:17]2[O:23][C:22]3[C:24]([Cl:32])=[CH:25][C:26]([NH:28][CH2:29][CH2:30][NH:9][CH2:8][CH2:7][N:1]4[CH2:6][CH2:5][O:4][CH2:3][CH2:2]4)=[CH:27][C:21]=3[CH2:20][S:19](=[O:33])(=[O:34])[C:18]=2[CH:35]=1)=[O:13] |f:3.4|. Procedure details: 2-Morpholin-4-yl-ethylamine (0.18 mL, 1.44 mmol) and tetrabutylammonium iodide (0.075 g, 0.2 mmol) were sequentially added with stirring to a solution of the carboxylic acid of Example 56k (0.5 g, 1.2 mmol) in dry DMF (1 mL). The reaction mixture was then stirred at 120° C. for 3 h in an atmosphere of nitrogen. It was treated with cold water and the solid that precipitated was filtered, washed with water, and dried. The solid was treated with a methanolic HCl solution (10 mL), and refluxed at 70...